This data is from the Open Reaction Database (ORD), a public repository of structured organic reaction records. The task is: describe an organic reaction: reactants, conditions, products, and yield Starting materials: 2,3,5-tri-O-benzyl-1-α-D-arabinofuranosylchloride, C(C1=CC=CC=C1)O[C@@H]1C(OC(C2=CC=C(C=C2)[N+](=O)[O-])=O)O[C@@H]([C@H]1OCC1=CC=CC=C1)COCC1=CC=CC=C1 (2,3,5-tri-O-benzyl-1-O-p-nitrobenzoyl-D-arabinofuranose), C(C)(C)N(C(C)C)CC (N,N-diisopropylethylamine), N(=[N+]=[N-])C1=C2NC=NC2=NC(=N1)F (6-azido-2-fluoropurine), C(C)(C)N(C(C)C)CC (N,N-diisopropylethylamine). Solvent: ClCCCl (1,2-dichloroethane), ClCCl (dichloromethane). Conditions: time 24 hour. Product: N(=[N+]=[N-])C1=C2N=CN(C2=NC(=N1)F)[C@H]1[C@@H](OCC2=CC=CC=C2)[C@H](OCC2=CC=CC=C2)[C@H](O1)COCC1=CC=CC=C1 (6-Azido-2-fluoro-9-(2,3,5-tri-O-benzyl-β-D-arabinofuranosyl)purine). Yield: 24.6%. RXN SMILES: [CH2:1]([O:8][C@H:9]1[C@H:25]([O:26][CH2:27][C:28]2[CH:33]=[CH:32][CH:31]=[CH:30][CH:29]=2)[C@@H:24]([CH2:34][O:35][CH2:36][C:37]2[CH:42]=[CH:41][CH:40]=[CH:39][CH:38]=2)[O:23][CH:10]1OC(=O)C1C=CC([N+]([O-])=O)=CC=1)[C:2]1[CH:7]=[CH:6][CH:5]=[CH:4][CH:3]=1.C(N(CC)C(C)C)(C)C.[N:52]([C:55]1[N:63]=[C:62]([F:64])[N:61]=[C:60]2[C:56]=1[NH:57][CH:58]=[N:59]2)=[N+:53]=[N-:54]>ClCCCl.ClCCl>[N:52]([C:55]1[N:63]=[C:62]([F:64])[N:61]=[C:60]2[C:56]=1[N:57]=[CH:58][N:59]2[C@@H:10]1[O:23][C@H:24]([CH2:34][O:35][CH2:36][C:37]2[CH:42]=[CH:41][CH:40]=[CH:39][CH:38]=2)[C@@H:25]([O:26][CH2:27][C:28]2[CH:33]=[CH:32][CH:31]=[CH:30][CH:29]=2)[C@@H:9]1[O:8][CH2:1][C:2]1[CH:7]=[CH:6][CH:5]=[CH:4][CH:3]=1)=[N+:53]=[N-:54]. Procedure details: A solution of 2,3,5-tri-O-benzyl-1-α-D-arabinofuranosylchloride (freshly prepared from 1.9 g of 2,3,5-tri-O-benzyl-1-O-p-nitrobenzoyl-D-arabinofuranose), N,N-diisopropylethylamine (0.58 mL) and 6-azido-2-fluoropurine (0.50 g) in 10 mL of anhydrous 1,2-dichloroethane was heated at reflux overnight. Additional N,N-diisopropylethylamine (0.26 mL) was added and heating was continued for an additional 24 hours. The mixture was cooled to ambient temperature and diluted with dichloromethane (60 mL) and...